From a dataset of the Open Reaction Database (ORD), a public repository of structured organic reaction records. describe an organic reaction: reactants, conditions, products, and yield The reactants are COc1ccc(C(=O)O)cc1C=Cc1ccc(OC(F)(F)F)cc1, Cl, NN1CCCC1. Product: COc1ccc(C(=O)NN2CCCC2)cc1C=Cc1ccc(OC(F)(F)F)cc1. RXN SMILES: [CH3:1][O:2][c:3]1[c:4]([CH:12]=[CH:13][c:14]2[cH:15][cH:16][c:17]([O:20][C:21]([F:22])([F:23])[F:24])[cH:18][cH:19]2)[cH:5][c:6]([C:7](=[O:8])[OH:9])[cH:10][cH:11]1.[ClH:25].[NH2:26][N:27]1[CH2:28][CH2:29][CH2:30][CH2:31]1>>[CH3:1][O:2][c:3]1[c:4]([CH:12]=[CH:13][c:14]2[cH:15][cH:16][c:17]([O:20][C:21]([F:22])([F:23])[F:24])[cH:18][cH:19]2)[cH:5][c:6]([C:7](=[O:9])[NH:26][N:27]2[CH2:28][CH2:29][CH2:30][CH2:31]2)[cH:10][cH:11]1. Reactants: C=CCOc1ccc(C=O)cc1, Cc1c(N)cccc1[N+](=O)[O-]. Yields the product C=CCOc1ccc(CNc2cccc([N+](=O)[O-])c2C)cc1. Reaction SMILES: [CH2:12]([CH:13]=[CH2:14])[O:15][c:16]1[cH:17][cH:18][c:19]([CH:20]=[O:21])[cH:22][cH:23]1.[CH3:1][c:2]1[c:3]([NH2:4])[cH:5][cH:6][cH:7][c:8]1[N+:9](=[O:10])[O-:11]>>[CH3:1][c:2]1[c:3]([NH:4][CH2:20][c:19]2[cH:18][cH:17][c:16]([O:15][CH2:12][CH:13]=[CH2:14])[cH:23][cH:22]2)[cH:5][cH:6][cH:7][c:8]1[N+:9](=[O:10])[O-:11]. The reactants are [BH4-], CCO, COC(CN)OC, [Na+], O, Cc1ccc(S(=O)(=O)O)cc1, O=Cc1cccs1. The product is COC(CNCc1cccs1)OC. As a reaction SMILES: [BH4-:27].[CH3:29][CH2:30][OH:31].[CH3:8][O:9][CH:10]([CH2:11][NH2:12])[O:13][CH3:14].[Na+:28].[OH2:15].[c:16]1([CH3:17])[cH:18][cH:19][c:20]([S:21]([OH:22])(=[O:23])=[O:24])[cH:25][cH:26]1.[s:1]1[c:2]([CH:6]=[O:7])[cH:3][cH:4][cH:5]1>>[s:1]1[c:2]([CH2:6][NH:12][CH2:11][CH:10]([O:9][CH3:8])[O:13][CH3:14])[cH:3][cH:4][cH:5]1. The reactants are C(C)(C)N(C(C)C)CC (N,N-diisopropylethylamine), C(C)(=O)OC(C)=O (acetic anhydride), Cl (HCl), C(C)(C)(C)OC(=O)N1CC(N(C(C1)C)CC1=CC=C(C=C1)F)=O (4-[(tert-butoxy)carbonyl]-1-(4-fluorobenzyl)-6-methylpiperazin-2-one), resultant mixture. Reagents/catalysts: CN(C)C=1C=CN=CC1 (DMAP). Solvent: C(Cl)Cl (methylene chloride), C(C)(=O)OCC (ethyl acetate). Reaction conditions: time 1 hour. The product is C(C)(=O)N1CC(N(C(C1)C)CC1=CC=C(C=C1)F)=O (4-Acetyl-1-(4-fluorobenzyl)-6-methylpiperazin-2-one). As a reaction SMILES: Cl.C([O:6][C:7]([N:9]1[CH2:14][CH:13]([CH3:15])[N:12]([CH2:16][C:17]2[CH:22]=[CH:21][C:20]([F:23])=[CH:19][CH:18]=2)[C:11](=[O:24])[CH2:10]1)=O)(C)(C)C.[CH:25](N(CC)C(C)C)(C)C.C(OC(=O)C)(=O)C>C(OCC)(=O)C.CN(C1C=CN=CC=1)C.C(Cl)Cl>[C:7]([N:9]1[CH2:14][CH:13]([CH3:15])[N:12]([CH2:16][C:17]2[CH:22]=[CH:21][C:20]([F:23])=[CH:19][CH:18]=2)[C:11](=[O:24])[CH2:10]1)(=[O:6])[CH3:25]. Procedure: A steady stream of anhydrous HCl gas was bubbled through a cold (0° C.) solution of 4-[(tert-butoxy)carbonyl]-1-(4-fluorobenzyl)-6-methylpiperazin-2-one (0.62 g, 1.9 mmol) in ethyl acetate (20 mL) for 5 minutes. The resultant mixture was capped and stirred at the same temperature for 1 h. The product mixture was concentrated under vacuum. The residue was treated with a mixture of N,N-diisopropylethylamine (1.00 mL, 5.8 mmol), DMAP (5 mg), and acetic anhydride (0.22 mL, 2.3 mmol) in methylene chl... The reactants are NC=1SC(=CC1C(=O)N)C1=C(C=C(C=C1F)C(C)(C)O)F (2-amino-5-[2,6-difluoro-4-(1-hydroxy-1-methylethyl)phenyl]thiophene-3-carboxamide), ClC1=NC(=NC=C1)OCC[Si](C)(C)C (4-chloro-2-[2-(trimethylsilyl)ethoxy]pyrimidine). The product is FC1=C(C(=CC(=C1)C(C)(C)O)F)C1=CC(=C(S1)NC1=NC(=NC=C1)OCC[Si](C)(C)C)C(=O)N (5-[2,6-Difluoro-4-(1-hydroxy-1-methylethyl)phenyl]-2-({2-[2-(trimethylsilyl)ethoxy]pyrimidin-4-yl}amino)thiophene-3-carboxamide). Reaction SMILES: [NH2:1][C:2]1[S:3][C:4]([C:10]2[C:15]([F:16])=[CH:14][C:13]([C:17]([OH:20])([CH3:19])[CH3:18])=[CH:12][C:11]=2[F:21])=[CH:5][C:6]=1[C:7]([NH2:9])=[O:8].Cl[C:23]1[CH:28]=[CH:27][N:26]=[C:25]([O:29][CH2:30][CH2:31][Si:32]([CH3:35])([CH3:34])[CH3:33])[N:24]=1>>[F:16][C:15]1[CH:14]=[C:13]([C:17]([OH:20])([CH3:18])[CH3:19])[CH:12]=[C:11]([F:21])[C:10]=1[C:4]1[S:3][C:2]([NH:1][C:27]2[CH:28]=[CH:23][N:24]=[C:25]([O:29][CH2:30][CH2:31][Si:32]([CH3:35])([CH3:34])[CH3:33])[N:26]=2)=[C:6]([C:7]([NH2:9])=[O:8])[CH:5]=1. Procedure details: The title compound was prepared according to the general procedure in Example 1 using 2-amino-5-[2,6-difluoro-4-(1-hydroxy-1-methylethyl)phenyl]thiophene-3-carboxamide (1 g, 3.20 mmol) and 4-chloro-2-[2-(trimethylsilyl)ethoxy]pyrimidine (0.739 g, 3.20 mmol) (see J. Het. Chem., 1994, 989-995) as the starting materials.